From a dataset of the Open Reaction Database (ORD), a public repository of structured organic reaction records. describe an organic reaction: reactants, conditions, products, and yield The reactants are BrCCCCOC1=CC2=C(C(=NS2(=O)=O)C2=CC=C(C=C2)Cl)C=C1 (6-(4-Bromo-butoxy)-3-(4-chloro-phenyl)-benzo[d]isothiazole 1,1-dioxide), N1CCCCC1 (Piperidine). Yields the product ClC1=CC=C(C=C1)C1=NS(C2=C1C=CC(=C2)OCCCCN2CCCCC2)(=O)=O (3-(4-Chloro-phenyl)-6-(4-piperidin-1-yl-butoxy)-benzo[d]isothiazole 1,1-dioxide). RXN SMILES: Br[CH2:2][CH2:3][CH2:4][CH2:5][O:6][C:7]1[CH:24]=[CH:23][C:10]2[C:11]([C:16]3[CH:21]=[CH:20][C:19]([Cl:22])=[CH:18][CH:17]=3)=[N:12][S:13](=[O:15])(=[O:14])[C:9]=2[CH:8]=1.[NH:25]1[CH2:30][CH2:29][CH2:28][CH2:27][CH2:26]1>>[Cl:22][C:19]1[CH:20]=[CH:21][C:16]([C:11]2[C:10]3[CH:23]=[CH:24][C:7]([O:6][CH2:5][CH2:4][CH2:3][CH2:2][N:25]4[CH2:30][CH2:29][CH2:28][CH2:27][CH2:26]4)=[CH:8][C:9]=3[S:13](=[O:15])(=[O:14])[N:12]=2)=[CH:17][CH:18]=1. Procedure: According to the method in example 10, 6-(4-Bromo-butoxy)-3-(4-chloro-phenyl)-benzo[d]isothiazole 1,1-dioxide and Piperidine were converted to yield 3-(4-Chloro-phenyl)-6-(4-piperidin-1-yl-butoxy)-benzo[d]isothiazole 1,1-dioxide, MS: 433 (MH+, 1Cl). Reactants: B, C1CCOC1, CCOC(C)=O, [Na+], C1CCOC1, [OH-], O, OO, FC(F)(F)c1cc(COCC2(c3ccccc3)CC=CC2)cc(C(F)(F)F)c1. The product is OC1CCC(COCc2cc(C(F)(F)F)cc(C(F)(F)F)c2)(c2ccccc2)C1. RXN SMILES: [BH3:34].[CH2:39]1[O:40][CH2:41][CH2:42][CH2:43]1.[CH3:44][CH2:45][O:46][C:47](=[O:48])[CH3:49].[Na+:38].[O:29]1[CH2:30][CH2:31][CH2:32][CH2:33]1.[OH-:37].[OH2:50].[OH:35][OH:36].[c:1]1([C:7]2([CH2:12][O:13][CH2:14][c:15]3[cH:16][c:17]([C:25]([F:26])([F:27])[F:28])[cH:18][c:19]([C:21]([F:22])([F:23])[F:24])[cH:20]3)[CH2:8][CH:9]=[CH:10][CH2:11]2)[cH:2][cH:3][cH:4][cH:5][cH:6]1>>[c:1]1([C:7]2([CH2:12][O:13][CH2:14][c:15]3[cH:16][c:17]([C:25]([F:26])([F:27])[F:28])[cH:18][c:19]([C:21]([F:22])([F:23])[F:24])[cH:20]3)[CH2:8][CH:9]([OH:29])[CH2:10][CH2:11]2)[cH:2][cH:3][cH:4][cH:5][cH:6]1. Reactants: ON (HONH2), C(C)OC(CCCCCC=C(C1=NC=CC=C1)C1=NC=CC=C1)=O (8,8-Di-pyridin-2-yl-oct-7-enoic acid ethyl ester). Run in CO (MeOH). Run at time 72 hour. Product: ONC(CCCCCC=C(C1=NC=CC=C1)C1=NC=CC=C1)=O (8,8-Di-pyridin-2-yl-oct-7-enoic acid hydroxyamide). Isolated yield 18.0%. RXN SMILES: [OH:1][NH2:2].C([O:5][C:6](=O)[CH2:7][CH2:8][CH2:9][CH2:10][CH2:11][CH:12]=[C:13]([C:20]1[CH:25]=[CH:24][CH:23]=[CH:22][N:21]=1)[C:14]1[CH:19]=[CH:18][CH:17]=[CH:16][N:15]=1)C>CO>[OH:1][NH:2][C:6](=[O:5])[CH2:7][CH2:8][CH2:9][CH2:10][CH2:11][CH:12]=[C:13]([C:20]1[CH:25]=[CH:24][CH:23]=[CH:22][N:21]=1)[C:14]1[CH:19]=[CH:18][CH:17]=[CH:16][N:15]=1. Procedure: HONH2 (50% aqueous, 0.5 mL) was added to II (68 mg, 0.21 mmol) in MeOH (0.5 mL) at rt. The reaction mixture was stirred for 72 h, after which the solvents were evaporated under reduced pressure. The resulting residue was dissolved and co-evaporated with toluene (2×5 mL), then was purified by silica gel column chromatography eluting with CH2Cl2/MeOH (100:1 to 100:10) to furnish III as a colourless oil (12 mg, 18%). Starting materials: F[B-](F)(F)F, COc1cc(C#N)ccc1C1C(C(C)=O)=C(C)Nc2cn[nH]c(=O)c21, CC[O+](CC)CC, CO, ClCCl, O. The product is CCOc1nncc2c1C(c1ccc(C#N)cc1OC)C(C(C)=O)=C(C)N2. As a reaction SMILES: [B-:29]([F:30])([F:31])([F:32])[F:33].[C:1]([CH3:2])(=[O:3])[C:4]1=[C:14]([CH3:15])[NH:13][c:7]2[c:6]([c:11](=[O:12])[nH:10][n:9][cH:8]2)[CH:5]1[c:16]1[c:17]([O:24][CH3:25])[cH:18][c:19]([C:20]#[N:21])[cH:22][cH:23]1.[CH2:34]([CH3:35])[O+:36]([CH2:37][CH3:38])[CH2:39][CH3:40].[CH3:41][OH:42].[Cl:26][CH2:27][Cl:28].[OH2:43]>>[C:1]([CH3:2])(=[O:3])[C:4]1=[C:14]([CH3:15])[NH:13][c:7]2[c:6]([c:11]([O:12][CH2:34][CH3:35])[n:10][n:9][cH:8]2)[CH:5]1[c:16]1[c:17]([O:24][CH3:25])[cH:18][c:19]([C:20]#[N:21])[cH:22][cH:23]1. Reactants: CC(c1ccc(Br)cc1)N1CCC(CC(C)(C)O)(c2ccccc2)OC1=O, O=C([O-])[O-], CC1(C)OB(c2ccc(N)c([N+](=O)[O-])c2)OC1(C)C, [Na+], [Na+], O. The product is CC(c1ccc(-c2ccc(N)c([N+](=O)[O-])c2)cc1)N1CCC(CC(C)(C)O)(c2ccccc2)OC1=O. As a reaction SMILES: [Br:1][c:2]1[cH:3][cH:4][c:5]([CH:8]([CH3:9])[N:10]2[C:11](=[O:27])[O:12][C:13]([c:16]3[cH:17][cH:18][cH:19][cH:20][cH:21]3)([CH2:22][C:23]([CH3:24])([CH3:25])[OH:26])[CH2:14][CH2:15]2)[cH:6][cH:7]1.[C:47](=[O:48])([O-:49])[O-:50].[N+:28](=[O:29])([O-:30])[c:31]1[c:32]([NH2:46])[cH:33][cH:34][c:35]([B:37]2[O:38][C:39]([CH3:40])([CH3:41])[C:42]([CH3:43])([CH3:44])[O:45]2)[cH:36]1.[Na+:51].[Na+:52].[OH2:53]>>[c:2]1(-[c:35]2[cH:34][cH:33][c:32]([NH2:46])[c:31]([N+:28](=[O:29])[O-:30])[cH:36]2)[cH:3][cH:4][c:5]([CH:8]([CH3:9])[N:10]2[C:11](=[O:27])[O:12][C:13]([c:16]3[cH:17][cH:18][cH:19][cH:20][cH:21]3)([CH2:22][C:23]([CH3:24])([CH3:25])[OH:26])[CH2:14][CH2:15]2)[cH:6][cH:7]1. Reactants: BrC=1C(=NC=CC1)CC1C(C2(C3=CC=CC=C13)COC1=CC3=C(OCCO3)C=C12)=O (3′-[(3-Bromopyridin-2-yl)methyl]-2,3-dihydrospiro[furo[2,3-g][1,4]benzodioxine-8,1′-inden]-2′(3′H)-one), [C-]#N.[Na+] (sodium cyanide), O (water). Reagents/catalysts: O.O.O.O.O.O.[Ni](Cl)Cl (nickel (II) chloride hexahydrate). Run in CN1C(CCC1)=O (1-methyl-2-pyrrolidone). Run at temperature 200 celsius. Product: O=C1C2(C3=CC=CC=C3C1CC1=NC=CC=C1C#N)COC1=CC3=C(OCCO3)C=C12 (2-[(2′-oxo-2,2′,3,3′-tetrahydrospiro[furo[2,3-g][1,4]benzodioxine-8,1′-inden]-3′-yl)methyl]pyridine-3-carbonitrile). The yield is 289.0%. Reaction SMILES: Br[C:2]1[C:3]([CH2:8][CH:9]2[C:17]3[C:12](=[CH:13][CH:14]=[CH:15][CH:16]=3)[C:11]3([C:29]4[C:20](=[CH:21][C:22]5[O:27][CH2:26][CH2:25][O:24][C:23]=5[CH:28]=4)[O:19][CH2:18]3)[C:10]2=[O:30])=[N:4][CH:5]=[CH:6][CH:7]=1.[C-:31]#[N:32].[Na+].O>CN1CCCC1=O.O.O.O.O.O.O.[Ni](Cl)Cl>[O:30]=[C:10]1[CH:9]([CH2:8][C:3]2[C:2]([C:31]#[N:32])=[CH:7][CH:6]=[CH:5][N:4]=2)[C:17]2[C:12](=[CH:13][CH:14]=[CH:15][CH:16]=2)[C:11]21[C:29]1[C:20](=[CH:21][C:22]3[O:27][CH2:26][CH2:25][O:24][C:23]=3[CH:28]=1)[O:19][CH2:18]2 |f:1.2,5.6.7.8.9.10.11|. Procedure details: 3′-[(3-Bromopyridin-2-yl)methyl]-2,3-dihydrospiro[furo[2,3-g][1,4]benzodioxine-8,1′-inden]-2′(3′H)-one (0.233 g, 0.500 mmol), nickel (II) chloride hexahydrate (0.113 g, 0.500 mmol), and sodium cyanide (0.050 g, 1.0 mmol) were combined in 1-methyl-2-pyrrolidone (1 mL) and heated at 200° C. for 30 min under microwave irradiation. The reaction mixture was allowed to cool to ambient temperature, poured into water (20 mL) and extracted with ethyl acetate (3×20 mL). The combined organic layers were wa... Starting materials: COC1=CC=C(C=C1)C1=[N+](C=CN=C1C1=CC=C(C=C1)OC)[O-] (2,3-bis(p-methoxyphenyl)pyrazine oxide), P(=O)(Cl)(Cl)Cl (phosphorus oxychloride), ice water, C([O-])([O-])=O.[K+].[K+] (potassium carbonate). Yields the product COC1=CC=C(C=C1)C1=NC=C(N=C1C1=CC=C(C=C1)OC)Cl (2,3-bis(p-methoxyphenyl)-5-chloropyrazine). As a reaction SMILES: [CH3:1][O:2][C:3]1[CH:8]=[CH:7][C:6]([C:9]2[C:14]([C:15]3[CH:20]=[CH:19][C:18]([O:21][CH3:22])=[CH:17][CH:16]=3)=[N:13][CH:12]=[CH:11][N+:10]=2[O-])=[CH:5][CH:4]=1.C(=O)([O-])[O-].[K+].[K+].P(Cl)(Cl)([Cl:32])=O>>[CH3:1][O:2][C:3]1[CH:8]=[CH:7][C:6]([C:9]2[C:14]([C:15]3[CH:20]=[CH:19][C:18]([O:21][CH3:22])=[CH:17][CH:16]=3)=[N:13][C:12]([Cl:32])=[CH:11][N:10]=2)=[CH:5][CH:4]=1 |f:1.2.3|. Reported procedure: To 20 ml of phosphorus oxychloride was added with stirring 3.918 g of 2,3-bis(p-methoxyphenyl)pyrazine oxide. The mixture was heated under reflux for 30 minutes. After allowed to cool, the reaction mixture was poured into ice water and then made basic with potassium carbonate to precipitate the product, which was collected by filtration. There was obtained 2.823 g of 2,3-bis(p-methoxyphenyl)-5-chloropyrazine. A mixture of 653 mg of said compound, 414 mg of anhydrous potassium carbonate and 116 m... Starting materials: Cc1cnc(CCCNC(=O)OC(C)(C)C)o1, Cl, C1COCCO1. The product is Cl, Cc1cnc(CCCN)o1. As a reaction SMILES: [C:2]([O:3][C:4](=[O:5])[NH:8][CH2:9][CH2:10][CH2:11][c:12]1[o:13][c:14]([CH3:17])[cH:15][n:16]1)([CH3:6])([CH3:7])[CH3:18].[ClH:1].[O:19]1[CH2:20][CH2:21][O:22][CH2:23][CH2:24]1>>[ClH:1].[NH2:8][CH2:9][CH2:10][CH2:11][c:12]1[o:13][c:14]([CH3:17])[cH:15][n:16]1.